Dataset: the Open Reaction Database (ORD), a public repository of structured organic reaction records. Task: describe an organic reaction: reactants, conditions, products, and yield The reactants are BrCc1ccccc1, CN(C)C=O, [Cl-], O=c1nc(-c2cc(C(F)(F)F)ccn2)[nH]o1, [H-], [NH4+], [Na+]. The product is O=c1onc(-c2cc(C(F)(F)F)ccn2)n1Cc1ccccc1. As a reaction SMILES: [Br:19][CH2:20][c:21]1[cH:22][cH:23][cH:24][cH:25][cH:26]1.[CH3:29][N:30]([CH3:31])[CH:32]=[O:33].[Cl-:27].[F:3][C:4]([c:5]1[cH:6][c:7](-[c:11]2[nH:12][o:13][c:14](=[O:16])[n:15]2)[n:8][cH:9][cH:10]1)([F:17])[F:18].[H-:1].[NH4+:28].[Na+:2]>>[F:3][C:4]([c:5]1[cH:6][c:7](-[c:11]2[n:12][o:13][c:14](=[O:16])[n:15]2[CH2:20][c:21]2[cH:22][cH:23][cH:24][cH:25][cH:26]2)[n:8][cH:9][cH:10]1)([F:17])[F:18]. The reactants are CCCCCCCCCCCCCCCCCCCN, CCOC(C)=O, C(=NC1CCCCC1)=NC1CCCCC1, C1CCOC1, On1nnc2ccccc21, O=C(O)C1CSC(c2cccnc2)N1. Product: CCCCCCCCCCCCCCCCCCCNC(=O)C1CSC(c2cccnc2)N1. As a reaction SMILES: [CH2:40]([CH2:41][CH2:42][CH2:43][CH2:44][CH2:45][CH2:46][CH2:47][CH2:48][CH2:49][CH2:50][CH2:51][CH2:52][CH2:53][CH2:54][CH2:55][CH2:56][CH2:57][CH3:58])[NH2:59].[CH3:65][CH2:66][O:67][C:68](=[O:69])[CH3:70].[CH:1]1([N:2]=[C:3]=[N:4][CH:5]2[CH2:6][CH2:7][CH2:8][CH2:9][CH2:10]2)[CH2:11][CH2:12][CH2:13][CH2:14][CH2:15]1.[O:60]1[CH2:61][CH2:62][CH2:63][CH2:64]1.[OH:30][n:31]1[c:32]2[cH:33][cH:34][cH:35][cH:36][c:37]2[n:38][n:39]1.[n:16]1[cH:17][c:18]([CH:22]2[S:23][CH2:24][CH:25]([C:27](=[O:28])[OH:29])[NH:26]2)[cH:19][cH:20][cH:21]1>>[n:16]1[cH:17][c:18]([CH:22]2[S:23][CH2:24][CH:25]([C:27](=[O:29])[NH:59][CH2:40][CH2:41][CH2:42][CH2:43][CH2:44][CH2:45][CH2:46][CH2:47][CH2:48][CH2:49][CH2:50][CH2:51][CH2:52][CH2:53][CH2:54][CH2:55][CH2:56][CH2:57][CH3:58])[NH:26]2)[cH:19][cH:20][cH:21]1. Starting materials: CN1C(C[C@@H]([C@@H]1C(=O)C=1SC(=CC1)C1=CC=CC=C1)C1=CC=CC=C1)=O ((4R,5R)-1-methyl-4-phenyl-5-[(5-phenyl(2-thienyl))-carbonyl]pyrrolidin-2-one), [Li+].[BH4-] (LiBH4), O (water). The solvent is C1CCOC1 (THF). Reaction conditions: temperature 50 celsius. Product: O[C@H]([C@H]1[C@H](CC(N1C)=O)C1=CC=CC=C1)C=1SC(=CC1)C1=CC=CC=C1 ((4R,5R)-5-[(1R)-hydroxy(5-phenyl(2-thienyl))methyl]-1-methyl-4-phenylpyrrolidin-2-one). The yield is 69.6%. RXN SMILES: [CH3:1][N:2]1[C@@H:6]([C:7]([C:9]2[S:10][C:11]([C:14]3[CH:19]=[CH:18][CH:17]=[CH:16][CH:15]=3)=[CH:12][CH:13]=2)=[O:8])[C@@H:5]([C:20]2[CH:25]=[CH:24][CH:23]=[CH:22][CH:21]=2)[CH2:4][C:3]1=[O:26].[Li+].[BH4-].O>C1COCC1>[OH:8][C@@H:7]([C:9]1[S:10][C:11]([C:14]2[CH:19]=[CH:18][CH:17]=[CH:16][CH:15]=2)=[CH:12][CH:13]=1)[C@@H:6]1[N:2]([CH3:1])[C:3](=[O:26])[CH2:4][C@@H:5]1[C:20]1[CH:25]=[CH:24][CH:23]=[CH:22][CH:21]=1 |f:1.2|. Procedure: To a solution of (4R,5R)-1-methyl-4-phenyl-5-[(5-phenyl(2-thienyl))-carbonyl]pyrrolidin-2-one (60 mg, 0.17 mmol) in THF (2 mL) was added a solution of LiBH4 (2M in THF, 0.1 mL, 0.2 mmol) and the reaction mixture was heated at 50° C. for 2 h. The resulting pale yellow suspension was treated with water and a saturated NH4Cl solution, extracted with EtOAc, dried (Na2SO4), concentrated onto silica gel and purified by flash chromatography to give (4R,5R)-5-[(1R)-hydroxy(5-phenyl(2-thienyl))methyl]-1-... The solvent is CS(=O)(=O)O (methanesulfonic acid). Reaction conditions: temperature 70 celsius, time 75 minute. Procedure details: A solution of 5.79 g (27.5 mmol) of 2-(2-hydroxy-6-methoxyphenyl)ethyl acetate, 3.03 g (30.3 mmol) of 2-methylcrotonic acid and 3.26 g (16.9 mmol) of diphosphorus pentaoxide in 29.0 mL of methanesulfonic acid was heated and stirred at 70° C. for 75 minutes. 50 mL of toluene and 50 mL of water were added therein at room temperature and the mixture was stirred for 5 minutes, and then transferred to a separatory funnel and settled. The aqueous layer was separated and discarded and after the organic... Starting materials: C(C)(=O)OCCC1=C(C=CC=C1OC)O (2-(2-hydroxy-6-methoxyphenyl)ethyl acetate), C/C(/C(=O)O)=C\C (2-methylcrotonic acid), O=P12OP3(=O)OP(=O)(O1)OP(=O)(O2)O3 (diphosphorus pentaoxide), C1(=CC=CC=C1)C (toluene), O (water). RXN SMILES: [C:1]([O:4][CH2:5][CH2:6][C:7]1[C:12]([O:13][CH3:14])=[CH:11][CH:10]=[CH:9][C:8]=1[OH:15])(=O)[CH3:2].C/[C:17](=[CH:21]\[CH3:22])/[C:18]([OH:20])=O.O=P12OP3(OP(OP(O3)(O1)=O)(=O)O2)=O.[C:37]1(C)C=CC=CC=1.[OH2:44]>CS(O)(=O)=O>[C:1]([O:4][CH2:5][CH2:6][C:7]1[C:12]([O:13][CH3:14])=[CH:11][CH:10]=[C:9]2[C:8]=1[O:15][C:21]([CH3:22])([CH3:37])[CH2:17][C:18]2=[O:20])(=[O:44])[CH3:2]. Yields the product C(C)(=O)OCCC=1C(=CC=C2C(CC(OC12)(C)C)=O)OC (8-(2-acetoxyethyl)-7-methoxy-2,2-dimethylchroman-4-one). Starting materials: CCOC(=O)c1ccc(-c2c(F)c(OC)cc(OC)c2Cl)c2nccnc12, C[Al](C)C, ClCCl, [Na+], O=C([O-])O, Nc1ccc(CN2CCS(=O)(=O)CC2)cn1. The product is COc1cc(OC)c(Cl)c(-c2ccc(C(=O)Nc3ccc(CN4CCS(=O)(=O)CC4)cn3)c3nccnc23)c1F. Reaction SMILES: [CH2:1]([O:3][C:4](=[O:2])[c:6]1[c:7]2[n:8][cH:9][cH:10][n:11][c:12]2[c:13](-[c:16]2[c:17]([Cl:27])[c:18]([O:25][CH3:26])[cH:19][c:20]([O:23][CH3:24])[c:21]2[F:22])[cH:14][cH:15]1)[CH3:5].[CH3:44][Al:45]([CH3:46])[CH3:47].[Cl:53][CH2:54][Cl:55].[Na+:52].[O-:48][C:49]([OH:50])=[O:51].[O:28]=[S:29]1(=[O:43])[CH2:30][CH2:31][N:32]([CH2:35][c:36]2[cH:37][cH:38][c:39]([NH2:42])[n:40][cH:41]2)[CH2:33][CH2:34]1>>[O:3]=[C:4]([c:6]1[c:7]2[n:8][cH:9][cH:10][n:11][c:12]2[c:13](-[c:16]2[c:17]([Cl:27])[c:18]([O:25][CH3:26])[cH:19][c:20]([O:23][CH3:24])[c:21]2[F:22])[cH:14][cH:15]1)[NH:42][c:39]1[cH:38][cH:37][c:36]([CH2:35][N:32]2[CH2:31][CH2:30][S:29](=[O:28])(=[O:43])[CH2:34][CH2:33]2)[cH:41][n:40]1. The reactants are [Si](C)(C)(C(C)(C)C)O[C@@H](CC[C@H]1C(N([C@@H]1C1=C(C=C(C=C1)B1OC(C(O1)(C)C)(C)C)O[Si](C)(C)C(C)(C)C)C1=CC=CC=C1)=O)C1=CC=C(C=C1)F ((3R,4S)-3-[(3S)-3-{[tert-butyl(dimethyl)silyl]oxy}-3-(4-fluorophenyl)propyl]-4-[2-{[tert-butyl(dimethyl)silyl]oxy}-4-(4,4,5,5-tetramethyl-1,3,2-dioxaborolan-2-yl)phenyl]-1-phenylazetidin-2-one), C([O-])([O-])=O.[K+].[K+] (potassium carbonate), C(C)(=O)O[C@H]1[C@@H](O[C@@H]([C@H]([C@@H]1OC(C)=O)OC(C)=O)COC(C)=O)C1=CC(=CC=C1)Br ((1S)-2,3,4,6-tetra-O-acetyl-1,5-anhydro-1-(3-bromophenyl)-D-glucitol). The reagents and catalysts are C=1C=CC(=CC1)[P](C=2C=CC=CC2)(C=3C=CC=CC3)[Pd]([P](C=4C=CC=CC4)(C=5C=CC=CC5)C=6C=CC=CC6)([P](C=7C=CC=CC7)(C=8C=CC=CC8)C=9C=CC=CC9)[P](C=1C=CC=CC1)(C=1C=CC=CC1)C=1C=CC=CC1 (tetrakis(triphenylphosphine)palladium(0)). The solvent is C1(=CC=CC=C1)C (toluene), C(C)O (ethanol). The product is C(C)(=O)O[C@H]1[C@@H](O[C@@H]([C@H]([C@@H]1OC(C)=O)OC(C)=O)COC(C)=O)C=1C=C(C=CC1)C1=CC(=C(C=C1)[C@H]1N(C([C@@H]1CC[C@@H](C1=CC=C(C=C1)F)O[Si](C)(C)C(C)(C)C)=O)C1=CC=CC=C1)O[Si](C)(C)C(C)(C)C ((1S)-2,3,4,6-tetra-O-acetyl-1,5-anhydro-1-(3′-{[tert butyl(dimethyl)silyl]oxy}-4′-{(2S,3R)-3-[(3S)-3-{[tert-butyl(dimethyl)silyl]oxy}-3-(4-fluorophenyl)propyl]-4-oxo-1-phenylazetidin-2-yl}biphenyl-3-yl)-D-glucitol). Isolated yield 27.0%. As a reaction SMILES: [Si:1]([O:8][C@H:9]([C:46]1[CH:51]=[CH:50][C:49]([F:52])=[CH:48][CH:47]=1)[CH2:10][CH2:11][C@@H:12]1[C@@H:15]([C:16]2[CH:21]=[CH:20][C:19](B3OC(C)(C)C(C)(C)O3)=[CH:18][C:17]=2[O:31][Si:32]([C:35]([CH3:38])([CH3:37])[CH3:36])([CH3:34])[CH3:33])[N:14]([C:39]2[CH:44]=[CH:43][CH:42]=[CH:41][CH:40]=2)[C:13]1=[O:45])([C:4]([CH3:7])([CH3:6])[CH3:5])([CH3:3])[CH3:2].[C:53]([O:56][C@@H:57]1[C@@H:62]([O:63][C:64](=[O:66])[CH3:65])[C@H:61]([O:67][C:68](=[O:70])[CH3:69])[C@@H:60]([CH2:71][O:72][C:73](=[O:75])[CH3:74])[O:59][C@H:58]1[C:76]1[CH:81]=[CH:80][CH:79]=[C:78](Br)[CH:77]=1)(=[O:55])[CH3:54].C(=O)([O-])[O-].[K+].[K+]>C1(C)C=CC=CC=1.C(O)C.C1C=CC([P]([Pd]([P](C2C=CC=CC=2)(C2C=CC=CC=2)C2C=CC=CC=2)([P](C2C=CC=CC=2)(C2C=CC=CC=2)C2C=CC=CC=2)[P](C2C=CC=CC=2)(C2C=CC=CC=2)C2C=CC=CC=2)(C2C=CC=CC=2)C2C=CC=CC=2)=CC=1>[C:53]([O:56][C@@H:57]1[C@@H:62]([O:63][C:64](=[O:66])[CH3:65])[C@H:61]([O:67][C:68](=[O:70])[CH3:69])[C@@H:60]([CH2:71][O:72][C:73](=[O:75])[CH3:74])[O:59][C@H:58]1[C:76]1[CH:77]=[C:78]([C:19]2[CH:20]=[CH:21][C:16]([C@@H:15]3[C@@H:12]([CH2:11][CH2:10][C@H:9]([O:8][Si:1]([C:4]([CH3:5])([CH3:6])[CH3:7])([CH3:3])[CH3:2])[C:46]4[CH:51]=[CH:50][C:49]([F:52])=[CH:48][CH:47]=4)[C:13](=[O:45])[N:14]3[C:39]3[CH:44]=[CH:43][CH:42]=[CH:41][CH:40]=3)=[C:17]([O:31][Si:32]([C:35]([CH3:38])([CH3:37])[CH3:36])([CH3:33])[CH3:34])[CH:18]=2)[CH:79]=[CH:80][CH:81]=1)(=[O:55])[CH3:54] |f:2.3.4,^1:102,104,123,142|. Reported procedure: The resulting brown oil which is (3R,4S)-3-[(3S)-3-{[tert-butyl(dimethyl)silyl]oxy}-3-(4-fluorophenyl)propyl]-4-[2-{[tert-butyl(dimethyl)silyl]oxy}-4-(4,4,5,5-tetramethyl-1,3,2-dioxaborolan-2-yl)phenyl]-1-phenylazetidin-2-one was dissolved with (1S)-2,3,4,6-tetra-O-acetyl-1,5-anhydro-1-(3-bromophenyl)-D-glucitol in 4.0 mL of toluene and 0.5 mL of ethanol. 0.150 mL of 4 N potassium carbonate was added followed by 7 mg of tetrakis(triphenylphosphine)palladium(0). The entire reaction was degassed t... Starting materials: P(Cl)(Cl)Cl (phosphorus trichloride), ClC=1C=C([N+](=CC1)[O-])C=1[N+](=CC=C(C1)Cl)[O-] (4,4′-dichloro-2,2′-bipyridyl-N,N′-dioxide), [OH-].[Na+] (NaOH). The solvent is C(Cl)(Cl)Cl (chloroform). Conditions: temperature 60 celsius. Product: ClC1=CC(=NC=C1)C1=NC=CC(=C1)Cl (4,4′-dichloro-2,2′-bipyridine). As a reaction SMILES: P(Cl)(Cl)Cl.[Cl:5][C:6]1[CH:7]=[C:8]([C:13]2[N+:14]([O-])=[CH:15][CH:16]=[C:17]([Cl:19])[CH:18]=2)[N+:9]([O-])=[CH:10][CH:11]=1.[OH-].[Na+]>C(Cl)(Cl)Cl>[Cl:19][C:17]1[CH:16]=[CH:15][N:14]=[C:13]([C:8]2[CH:7]=[C:6]([Cl:5])[CH:11]=[CH:10][N:9]=2)[CH:18]=1 |f:2.3|. Procedure details: 2 mL of chloroform, 0.326 mL of phosphorus trichloride and 0.082 g of 4,4′-dichloro-2,2′-bipyridyl-N,N′-dioxide were added to a 100 mL round bottom flask equipped with a condenser, and the mixture was refluxed in a hot water bath for 75 hours. The reaction solution was cooled with ice, poured into crushed ice and neutralized with 25% NaOH to pH 7 or higher. Chloroform was removed from the solution by distilling off under reduced pressure. The precipitated white powder was collected by filtration... Reactants: Cl.COC1=NC=CN2NCC=3[C@@H](C(C=C1C23)=O)C2CN3CCC2CC3 ((S)-4-methoxy-7-(quinuclidin-3-yl)-8,9-dihydro-[1,4]diazepino[6,7,1-hi]indazol-6(7H)-one hydrochloride), Br (hydrogen bromide). Run in CO (methanol), C(C)(=O)O (acetic acid). Conditions: temperature 100 celsius. Product: Cl.OC1=NC=CN2NCC=3[C@@H](C(C=C1C23)=O)C2CN3CCC2CC3 ((S)-4-hydroxy-7-(quinuclidin-3-yl)-8,9-dihydro-[1,4]diazepino[6,7,1-hi]indazol-6(7H)-one hydrochloride). Yield: 20.5%. Reaction SMILES: [ClH:1].C[O:3][C:4]1[C:15]2[C:16]3[N:8]([NH:9][CH2:10][C:11]=3[C@H:12]([CH:18]3[CH:23]4[CH2:24][CH2:25][N:20]([CH2:21][CH2:22]4)[CH2:19]3)[C:13](=[O:17])[CH:14]=2)[CH:7]=[CH:6][N:5]=1.Br>C(O)(=O)C.CO>[ClH:1].[OH:3][C:4]1[C:15]2[C:16]3[N:8]([NH:9][CH2:10][C:11]=3[C@H:12]([CH:18]3[CH:23]4[CH2:24][CH2:25][N:20]([CH2:21][CH2:22]4)[CH2:19]3)[C:13](=[O:17])[CH:14]=2)[CH:7]=[CH:6][N:5]=1 |f:0.1,5.6|. Reported procedure: To a solution of (S)-4-methoxy-7-(quinuclidin-3-yl)-8,9-dihydro-[1,4]diazepino[6,7,1-hi]indazol-6(7H)-one (200 mg, 0.6 mmol) from Step K of Example 10 in acetic acid (5 mL) was added 48% aqueous hydrogen bromide (5 ml) and the mixture was heated to 100° C. for 3 days. After cooling to room temperature and diluting with methanol, the pH was adjusted to 8. The solvent was concentrated in vacuo and the residue was purified by prep HPLC. The product was then treated immediately with hydrochloric aci...